This data is from the Open Reaction Database (ORD), a public repository of structured organic reaction records. The task is: describe an organic reaction: reactants, conditions, products, and yield Starting materials: [N+](=O)([O-])C1=CC=CC2=C1C(NS2(=O)=O)=O (4-nitro-1,2-benzoisothiazol-3(2H)-one-1,1-dioxide), [H][H] (hydrogen). Reagents/catalysts: [Pd] (palladium). Solvent: C(C)O (ethanol). Yields the product NC1=CC=CC2=C1C(NS2(=O)=O)=O (4-Amino-1,2-benzoisothiazol-3(2H)-one-1,1-dioxide). RXN SMILES: [N+:1]([C:4]1[C:9]2[C:10](=[O:15])[NH:11][S:12](=[O:14])(=[O:13])[C:8]=2[CH:7]=[CH:6][CH:5]=1)([O-])=O.[H][H]>C(O)C.[Pd]>[NH2:1][C:4]1[C:9]2[C:10](=[O:15])[NH:11][S:12](=[O:14])(=[O:13])[C:8]=2[CH:7]=[CH:6][CH:5]=1. Procedure details: 3.0 gm (13 mmols) of 4-nitro-1,2-benzoisothiazol-3(2H)-one-1,1-dioxide were dissolved in 100 ml of ethanol. The solution was hydrogenated with hydrogen, using a palladium/animal charcoal catalyst. After filtration, evaporation and recrystallization from ethanol 2.3 gm (89.5% of theory) of the amino compound were obtained.